Dataset: the Open Reaction Database (ORD), a public repository of structured organic reaction records. Task: describe an organic reaction: reactants, conditions, products, and yield Starting materials: C1CCOC1, COCc1nc2cc(C(F)(F)F)ccc2c(C)c1C(=O)OC, [Li+], [OH-]. The product is COCc1nc2cc(C(F)(F)F)ccc2c(C)c1C(=O)O. As a reaction SMILES: [CH2:25]1[O:26][CH2:27][CH2:28][CH2:29]1.[CH3:3][O:4][C:5](=[O:6])[c:7]1[c:8]([CH2:22][O:23][CH3:24])[n:9][c:10]2[cH:11][c:12]([C:18]([F:19])([F:20])[F:21])[cH:13][cH:14][c:15]2[c:16]1[CH3:17].[Li+:2].[OH-:1]>>[O:4]=[C:5]([OH:6])[c:7]1[c:8]([CH2:22][O:23][CH3:24])[n:9][c:10]2[cH:11][c:12]([C:18]([F:19])([F:20])[F:21])[cH:13][cH:14][c:15]2[c:16]1[CH3:17]. Starting materials: IC=1C=NC=CC1 (3-iodopyridine), COC(C1=CC=C(C=C1)S)=O (methyl-4-mercaptobenzoate), C([O-])([O-])=O.[K+].[K+] (potassium carbonate). The reagents and catalysts are [Cu] (copper). Run in CN(C=O)C (dimethylformamide). Product: N1=CC(=CC=C1)SC1=CC=C(C(=O)O)C=C1 (4-(Pyridin-3-ylsulfanyl)-benzoic acid). Yield: 100.3%. Reaction SMILES: I[C:2]1[CH:3]=[N:4][CH:5]=[CH:6][CH:7]=1.C[O:9][C:10](=[O:18])[C:11]1[CH:16]=[CH:15][C:14]([SH:17])=[CH:13][CH:12]=1.C(=O)([O-])[O-].[K+].[K+]>CN(C)C=O.[Cu]>[N:4]1[CH:5]=[CH:6][CH:7]=[C:2]([S:17][C:14]2[CH:15]=[CH:16][C:11]([C:10]([OH:18])=[O:9])=[CH:12][CH:13]=2)[CH:3]=1 |f:2.3.4|. Procedure: A mixture of 3-iodopyridine (823 mg, 4.01 mmol), methyl-4-mercaptobenzoate (500 mg, 2.97 mmol), potassium carbonate (677 mg, 4.90 mmol), and copper dust (4 mg, 0.653 mmol) in dimethylformamide (10 mL) are heated to reflux temperature for 18 h. The heat is removed and the reaction is filtered through Celite® with dichloromethane. The filtrate is concentrated in vacuo and the residue is recrystallized from ether and hexane to obtain 689 mg (99%) of the title compound. MS (ES+) m/e 232.0 (M+1)+. Reactants: [OH-].[Na+] (sodium hydroxide), C(Cl)Cl (methylene chloride), B(Br)(Br)Br (boron tribromide), FC1=C(C=CC(=C1)C(C)C1=NOC(=C1)N=C(N1CCOCC1)N)C1=CC=C(C=C1)OC (({3-[1-(2-Fluoro-4'-methoxy-biphenyl-4-yl)-ethyl]-isoxazol-5-ylimino}-morpholin-4-yl-methyl)-amine). The solvent is O1CCCC1 (tetrahydrofuran). Run at time 1 hour. Yields the product NC(=NC1=CC(=NO1)C(C)C1=CC(=C(C=C1)C1=CC=C(C=C1)O)F)N1CCOCC1 (4'-{1-[5-(Amino-morpholin-4-yl-methyleneamino)-isoxazol-3-yl]-ethyl}-2'-fluoro-biphenyl-4-ol). The yield is 53.5%. RXN SMILES: [F:1][C:2]1[CH:7]=[C:6]([CH:8]([C:10]2[CH:14]=[C:13]([N:15]=[C:16]([NH2:23])[N:17]3[CH2:22][CH2:21][O:20][CH2:19][CH2:18]3)[O:12][N:11]=2)[CH3:9])[CH:5]=[CH:4][C:3]=1[C:24]1[CH:29]=[CH:28][C:27]([O:30]C)=[CH:26][CH:25]=1.C(Cl)Cl.B(Br)(Br)Br.[OH-].[Na+]>O1CCCC1>[NH2:23][C:16]([N:17]1[CH2:22][CH2:21][O:20][CH2:19][CH2:18]1)=[N:15][C:13]1[O:12][N:11]=[C:10]([CH:8]([C:6]2[CH:5]=[CH:4][C:3]([C:24]3[CH:25]=[CH:26][C:27]([OH:30])=[CH:28][CH:29]=3)=[C:2]([F:1])[CH:7]=2)[CH3:9])[CH:14]=1 |f:3.4|. Reported procedure: The compound (5.16 g) obtained in Example 63 was dissolved in tetrahydrofuran (100 ml) under a nitrogen atmosphere and then a methylene chloride solution (40 ml) of boron tribromide (1.6 ml) was added at -78° C., after which the temperature was elevated to room temperature over one hour and the stirring was further conducted at room temperature for 3 hours. The reaction mixture was neutralized with a 15% aqueous sodium hydroxide solution and then subjected to extraction with ethyl acetate and me... Reactants: C1(CCC2=CC=CC=C12)=O (2,3-dihydro-1H-inden-1-one), ClC1=C(C=C2CCC(C2=C1)=O)CC1CCCC1 (6-chloro-5-cyclopentylmethyl-2,3-dihydro-1H-inden-1-one), 6-chloro or fluoro-2,3-dihydro-1H-inden-1-one, N1=C2C(=CC=C1)C(C1=CC=CC=C12)=O (5H-indeno[1,2-b]pyridin-5-one), N1=C2C(=CC=C1)CC1=CC=CC=C12 (5H-indeno[1,2-b]pyridine). The reagents and catalysts are C1(=CC=C(C=C1)S(=O)(=O)O)C (p-toluenesulfonic acid). Yields the product COC=1C=C2CCC(C2=CC1OC)=O (5,6-dimethoxy-2,3-dihydro-1H-inden-1-one), COC1=CC=C2CCC(C2=C1)=O (6-methoxy-2,3-dihydro-1H-inden-1-one), substituted 1-indanones, N1CCCCC1 (piperidine). Reaction SMILES: N1C=CC=[C:3]2[C:7](=[O:14])[C:8]3[C:13]([C:2]=12)=[CH:12][CH:11]=[CH:10][CH:9]=3.[N:15]1[CH:20]=[CH:19][CH:18]=[C:17]2CC3C([C:16]=12)=CC=CC=3.[C:28]1(=[O:37])[C:36]2[C:31](=[CH:32][CH:33]=[CH:34][CH:35]=2)[CH2:30][CH2:29]1.ClC1C=C2C(CC[C:45]2=[O:48])=CC=1CC1CCCC1>C1(C)C=CC(S(O)(=O)=O)=CC=1>[CH3:45][O:48][C:11]1[CH:12]=[C:13]2[C:8](=[CH:9][C:10]=1[O:37][CH3:28])[C:7](=[O:14])[CH2:3][CH2:2]2.[CH3:7][O:14][C:34]1[CH:35]=[C:36]2[C:31]([CH2:30][CH2:29][C:28]2=[O:37])=[CH:32][CH:33]=1.[NH:15]1[CH2:20][CH2:19][CH2:18][CH2:17][CH2:16]1. Procedure details: Synthesis substrates 5H-indeno[1,2-b]pyridin-5-one and 5H-indeno[1,2-b]pyridine (as 4-azafluorene from Aldrich Chemical, Inc.) and their derivatives are prepared according to a general procedure of Parcell and Hauck, J. Org. Chem., 21, 3468 (1963), wherein the piperidineenamine of 2,3-dihydro-1H-inden-1-one (available from Aldrich Chemical, Inc.) --4,--5 or --6-chloro or fluoro-2,3-dihydro-1H-inden-1-one (Oliver and Marechal, Bull. Soc. Chim. France, (1973), 3092), 6-chloro-5-cyclopentylmethyl-2... Starting materials: Cl (HCl), [O-]Cl=O.[Na+] (NaClO2), C(C1=CC=CC=C1)OC(C1=CC(=C(C=C1)C=O)F)=O (3-Fluoro-4-formyl Benzoic Acid Benzyl Ester), S(N)(O)(=O)=O (sulfamic acid). The solvent is O (H2O), O (H2O), CC#N (CH3CN). Conditions: time 1 hour. The product is C(C1=CC=CC=C1)OC(C1=CC(=C(C(=O)O)C=C1)F)=O (2-Fluoroterephthalic Acid 4-benzyl Ester). Reaction SMILES: [O-]Cl=O.[Na+].[CH2:5]([O:12][C:13](=[O:23])[C:14]1[CH:19]=[CH:18][C:17]([CH:20]=[O:21])=[C:16]([F:22])[CH:15]=1)[C:6]1[CH:11]=[CH:10][CH:9]=[CH:8][CH:7]=1.S(=O)(=O)([OH:26])N.Cl>O.CC#N>[CH2:5]([O:12][C:13](=[O:23])[C:14]1[CH:19]=[CH:18][C:17]([C:20]([OH:26])=[O:21])=[C:16]([F:22])[CH:15]=1)[C:6]1[CH:11]=[CH:10][CH:9]=[CH:8][CH:7]=1 |f:0.1|. Procedure: A solution of 80% NaClO2 (0.19 mol) in H2O (100 mL) is added dropwise to a solution of crude 3-fluoro-4-formyl benzoic acid benzyl ester (6, 0.19 mol) and sulfamic acid (0.19 mol) in H2O (300 mL) and CH3CN (150 mL). After stirring for 1 h, the reaction mixture is poured into 1 N HCl and extracted three times with EtOAc. The combined organic layers are washed with brine, dried over MgSO4, and evaporated in vacuo. Crystals are collected by filtration and washed with ether/hexane (1:1) to give 2-fl... Reactants: C(C1=CC=CO1)N (furfurylamine), O=C1C=2N=CN(C2N=CN1)CCC(=O)OCC (3-(1,6-dihydro-6-oxo-9H-purin-9-yl)propionic acid, ethyl ester). The solvent is C(C)#N (acetonitrile). Product: O=C1C=2N=CN(C2N=CN1)CCC(=O)NCC(C)O (3-(1,6-dihydro-6-oxo-9H-purin-9-yl)-N-(2-hydroxypropyl)propanamide). Yield: 60.5%. Reaction SMILES: [CH2:1]([NH2:7])[C:2]1[O:6]C=C[CH:3]=1.[O:8]=[C:9]1[NH:17][CH:16]=[N:15][C:14]2[N:13]([CH2:18][CH2:19][C:20](OCC)=[O:21])[CH:12]=[N:11][C:10]1=2>C(#N)C>[O:8]=[C:9]1[NH:17][CH:16]=[N:15][C:14]2[N:13]([CH2:18][CH2:19][C:20]([NH:7][CH2:1][CH:2]([OH:6])[CH3:3])=[O:21])[CH:12]=[N:11][C:10]1=2. Reported procedure: 0.500 g (5.15 mmol) of furfurylamine and 0.250 g (1.06 mmol) of 3-(1,6-dihydro-6-oxo-9H-purin-9-yl)propionic acid, ethyl ester (AIT-0027) were heated at 120° C. for two hours with stirring. The solution was allowed to cool to room temperature and 10 ml acetonitrile was added and the solution was stirred. The precipitate was collected by filtration and the white solid was washed with acetonitrile and then with ether. Upon drying, 170 mg of 3-(1,6-dihydro-6-oxo-9H-purin-9-yl)-N-(2-hydroxypropyl)pr... Starting materials: C(=O)C1=C(C(=O)OC)C(=CC=C1)OC (methyl 2-formyl-6-methoxybenzoate), C(C1=CC=CC=C1)(=O)NCC(=O)O (2-benzamidoacetic acid), CC(=O)[O-].[Na+] (NaOAc). Run in C(C)(=O)OC(C)=O (acetic anhydride). Reaction conditions: temperature 100 celsius. The product is COC1=C(C(=O)OC)C(=CC=C1)\C=C\1/N=C(OC1=O)C1=CC=CC=C1 ((Z)-methyl 2-methoxy-6-((5-oxo-2-phenyloxazol-4(5H)-ylidene)methyl)benzoate). Isolated yield 251.8%. Reaction SMILES: [CH:1]([C:3]1[CH:12]=[CH:11][CH:10]=[C:9]([O:13][CH3:14])[C:4]=1[C:5]([O:7][CH3:8])=[O:6])=O.[C:15]([NH:23][CH2:24][C:25]([OH:27])=[O:26])(=O)[C:16]1[CH:21]=[CH:20][CH:19]=[CH:18][CH:17]=1.CC([O-])=O.[Na+]>C(OC(=O)C)(=O)C>[CH3:14][O:13][C:9]1[CH:10]=[CH:11][CH:12]=[C:3](/[CH:1]=[C:24]2\[N:23]=[C:15]([C:16]3[CH:17]=[CH:18][CH:19]=[CH:20][CH:21]=3)[O:27][C:25]\2=[O:26])[C:4]=1[C:5]([O:7][CH3:8])=[O:6] |f:2.3|. Reported procedure: To a solution of methyl 2-formyl-6-methoxybenzoate (1.6 g, 8.24 mmol) in acetic anhydride (10 mL) was added 2-benzamidoacetic acid (1.77 g, 9.88 mmol) and NaOAc (810 mg, 9.88 mmol). The mixture was heated at 100° C. in a microwave reactor. The reactant mixture was partitioned between EtOAc (30 mL) and H2O (50 mL). The organic layer was washed with saturated aqueous Na2CO3 (5×30 mL), dried over Na2SO4, and concentrated to give the title compound (7 g). ESI-MS m/z [M+H]+ 338.1. Reactants: C1(CC1)C1=CC2=C(N(C(NC2=O)=O)CC2=C(C=C(C=C2)C=2C(=CC=CC2)C#N)F)S1 (4′-[(6-cyclopropyl-2,4-dioxo-3,4-dihydrothieno[2,3-d]pyrimidin-1(2H)-yl)methyl]-3′-fluorobiphenyl-2-carbonitrile), BrCC(=O)C1=C(C=C(C=C1)F)OC (2-bromo-1-(4-fluoro-2-methoxyphenyl)ethanone), CN(C=O)C (N,N-dimethylformamide), [H-].[Na+] (sodium hydride). Run in C(C)(=O)OCC (ethyl acetate). Reaction conditions: time 2 hour. Yields the product C1(CC1)C1=CC2=C(N(C(N(C2=O)CC(=O)C2=C(C=C(C=C2)F)OC)=O)CC2=C(C=C(C=C2)C=2C(=CC=CC2)C#N)F)S1 (4′-{[6-cyclopropyl-3-[2-(4-fluoro-2-methoxyphenyl)-2-oxoethyl]-2,4-dioxo-3,4-dihydrothieno[2,3-d]pyrimidin-1(2H)-yl]methyl}-3′-fluorobiphenyl-2-carbonitrile). Isolated yield 67.1%. RXN SMILES: [CH:1]1([C:4]2[S:30][C:7]3[N:8]([CH2:14][C:15]4[CH:20]=[CH:19][C:18]([C:21]5[C:22]([C:27]#[N:28])=[CH:23][CH:24]=[CH:25][CH:26]=5)=[CH:17][C:16]=4[F:29])[C:9](=[O:13])[NH:10][C:11](=[O:12])[C:6]=3[CH:5]=2)[CH2:3][CH2:2]1.Br[CH2:32][C:33]([C:35]1[CH:40]=[CH:39][C:38]([F:41])=[CH:37][C:36]=1[O:42][CH3:43])=[O:34].CN(C)C=O.[H-].[Na+]>C(OCC)(=O)C>[CH:1]1([C:4]2[S:30][C:7]3[N:8]([CH2:14][C:15]4[CH:20]=[CH:19][C:18]([C:21]5[C:22]([C:27]#[N:28])=[CH:23][CH:24]=[CH:25][CH:26]=5)=[CH:17][C:16]=4[F:29])[C:9](=[O:13])[N:10]([CH2:32][C:33]([C:35]4[CH:40]=[CH:39][C:38]([F:41])=[CH:37][C:36]=4[O:42][CH3:43])=[O:34])[C:11](=[O:12])[C:6]=3[CH:5]=2)[CH2:3][CH2:2]1 |f:3.4|. Procedure details: To a mixture of 4′-[(6-cyclopropyl-2,4-dioxo-3,4-dihydrothieno[2,3-d]pyrimidin-1(2H)-yl)methyl]-3′-fluorobiphenyl-2-carbonitrile (0.32 g), 2-bromo-1-(4-fluoro-2-methoxyphenyl)ethanone (0.25 g) and N,N-dimethylformamide (15 mL) was added 60% sodium hydride (0.046 g), and the mixture was stirred at room temperature for 2 hr. The reaction mixture was diluted with ethyl acetate, washed with 5% potassium hydrogensulfate and then saturated brine, and dried over anhydrous magnesium sulfate. The solvent...